describe an organic reaction: reactants, conditions, products, and yield From a dataset of the Open Reaction Database (ORD), a public repository of structured organic reaction records. The reactants are 0, C(#N)C1=C(C=C(C=C1)C12CCC(CC1)(CC2)CCCCC)[N+](=O)[O-] (1-(4-cyano-3-nitrophenyl)-4-n-pentylbicyclo[2.2.2]octane), [F-].[Cs+] (caesium fluoride). The solvent is CN1C(N(CCC1)C)=O (1,3-dimethyl-3,4,5,6-tetrahydro-2(1H)-pyrimidone). Run at temperature 120 celsius, time 2.5 hour. The product is C(#N)C1=C(C=C(C=C1)C12CCC(CC1)(CC2)CCCCC)F (1-(4-cyano-3-fluorophenyl)-4-n-pentylbicyclo[2.2.2]octane). As a reaction SMILES: [C:1]([C:3]1[CH:8]=[CH:7][C:6]([C:9]23[CH2:16][CH2:15][C:12]([CH2:17][CH2:18][CH2:19][CH2:20][CH3:21])([CH2:13][CH2:14]2)[CH2:11][CH2:10]3)=[CH:5][C:4]=1[N+]([O-])=O)#[N:2].[F-:25].[Cs+]>CN1CCCN(C)C1=O>[C:1]([C:3]1[CH:8]=[CH:7][C:6]([C:9]23[CH2:16][CH2:15][C:12]([CH2:17][CH2:18][CH2:19][CH2:20][CH3:21])([CH2:13][CH2:14]2)[CH2:11][CH2:10]3)=[CH:5][C:4]=1[F:25])#[N:2] |f:1.2|. Reported procedure: 0 85 g of 1-(4-cyano-3-nitrophenyl)-4-n-pentylbicyclo[2.2.2]octane is dissolved in 8 ml of 1,3-dimethyl-3,4,5,6-tetrahydro-2(1H)-pyrimidone, 2.16 g of caesium fluoride are added and the mixture is heated, with stirring, at 120° C. for 2.5 hours. Dilution with water and workingup after extraction gives 1-(4-cyano-3-fluorophenyl)-4-n-pentylbicyclo[2.2.2]octane, which is purified by chromatography and crystallization. m.p. 63°; c.p. 53.3°